This data is from the Open Reaction Database (ORD), a public repository of structured organic reaction records. The task is: describe an organic reaction: reactants, conditions, products, and yield Reported procedure: A 1M THF solution of TBAF (1.90 mL, 1.90 mmol) was added to a solution of 2-(4-(2-(tert-butyldimethylsilyloxy)ethoxy)-3-methylphenyl)-3-(4-chlorophenyl)quinazolin-4(3H)-one (0.340 g, 0.65 mmol) in THF (5 mL). The mixture was stirred at room temperature for 1 hour and concentrated in vacuo. Purification by flash chromatography on silica gel, eluting with 10% to 100% EtOAc in heptane, afforded the title compound as a white solid (0.190 g, 72%). 1H-NMR (300 MHz, DMSO-d6): δ 8.17 (dd, J=6.8, 1.0 Hz,... Conditions: time 1 hour. The yield is 71.8%. The solvent is C1CCOC1 (THF), C1CCOC1 (THF). Reactants: CCCC[N+](CCCC)(CCCC)CCCC.[F-] (TBAF), [Si](C)(C)(C(C)(C)C)OCCOC1=C(C=C(C=C1)C1=NC2=CC=CC=C2C(N1C1=CC=C(C=C1)Cl)=O)C (2-(4-(2-(tert-butyldimethylsilyloxy)ethoxy)-3-methylphenyl)-3-(4-chlorophenyl)quinazolin-4(3H)-one). The product is ClC1=CC=C(C=C1)N1C(=NC2=CC=CC=C2C1=O)C1=CC(=C(C=C1)OCCO)C (3-(4-chlorophenyl)-2-(4-(2-hydroxyethoxy)-3-methylphenyl)quinazolin-4(3H)-one). As a reaction SMILES: CCCC[N+](CCCC)(CCCC)CCCC.[F-].[Si]([O:26][CH2:27][CH2:28][O:29][C:30]1[CH:35]=[CH:34][C:33]([C:36]2[N:45]([C:46]3[CH:51]=[CH:50][C:49]([Cl:52])=[CH:48][CH:47]=3)[C:44](=[O:53])[C:43]3[C:38](=[CH:39][CH:40]=[CH:41][CH:42]=3)[N:37]=2)=[CH:32][C:31]=1[CH3:54])(C(C)(C)C)(C)C>C1COCC1>[Cl:52][C:49]1[CH:50]=[CH:51][C:46]([N:45]2[C:44](=[O:53])[C:43]3[C:38](=[CH:39][CH:40]=[CH:41][CH:42]=3)[N:37]=[C:36]2[C:33]2[CH:34]=[CH:35][C:30]([O:29][CH2:28][CH2:27][OH:26])=[C:31]([CH3:54])[CH:32]=2)=[CH:47][CH:48]=1 |f:0.1|. The reactants are NC1=CC(=C(C=C1)CN1OCC(C1=O)(C)C)Cl (2-[(4-amino-2-chlorophenyl)methyl]-4,4-dimethyl-3-isoxazolidinone), S1C(=CC=C1)C=O (thiophene-2-carboxaldehyde). The solvent is C(C)O (ethanol). Yields the product ClC1=C(C=CC(C1)=NCC=1SC=CC1)CN1OCC(C1=O)(C)C (2-[[2-chloro-4-[(thien-2-yl)methylimino]phenyl]-methyl]-4,4-dimethyl-3-isoxazolidinone). Isolated yield 83.2%. As a reaction SMILES: [NH2:1][C:2]1[CH:7]=[CH:6][C:5]([CH2:8][N:9]2[C:13](=[O:14])[C:12]([CH3:16])([CH3:15])[CH2:11][O:10]2)=[C:4]([Cl:17])[CH:3]=1.[S:18]1[CH:22]=[CH:21][CH:20]=[C:19]1[CH:23]=O>C(O)C>[Cl:17][C:4]1[CH2:3][C:2](=[N:1][CH2:23][C:19]2[S:18][CH:22]=[CH:21][CH:20]=2)[CH:7]=[CH:6][C:5]=1[CH2:8][N:9]1[C:13](=[O:14])[C:12]([CH3:15])([CH3:16])[CH2:11][O:10]1. Procedure: This compound was prepared in a manner analogous to that of Example 5, using 1.28 grams (0.005 mole) of 2-[(4-amino-2-chlorophenyl)methyl]-4,4-dimethyl-3-isoxazolidinone and 0.56 gram (0.005 mole) of thiophene-2-carboxaldehyde in 25 mL of ethanol. The reaction mixture was concentrated under reduced pressure to a residual oil. The oil was dissolved in anhydrous diethyl ether and was dried for two hours with magnesium sulfate. The mixture was filtered, and the filtrate was concentrated under reduc... The reactants are [Ag+2], Oc1cc2cccc(Br)c2cn1, O=C([O-])[O-], CCOC(C)=O, CI, CN(C)C=O, O. The product is COc1cc2cccc(Br)c2cn1. RXN SMILES: [Ag+2:31].[Br:1][c:2]1[cH:3][cH:4][cH:5][c:6]2[cH:7][c:8]([OH:12])[n:9][cH:10][c:11]12.[C:27](=[O:28])([O-:29])[O-:30].[CH3:16][CH2:17][O:18][C:19](=[O:20])[CH3:21].[I:13][CH3:14].[O:22]=[CH:23][N:24]([CH3:25])[CH3:26].[OH2:15]>>[Br:1][c:2]1[cH:3][cH:4][cH:5][c:6]2[cH:7][c:8]([O:12][CH3:16])[n:9][cH:10][c:11]12. Reactants: BrC=1C=C(C=O)C=CC1 (3-bromobenzaldehyde), C#CCCCCCCCCCC (1-dodecyne), resultant mixture. The reagents and catalysts are [Cu]I (copper(I) iodide), Cl[Pd]([P](C1=CC=CC=C1)(C2=CC=CC=C2)C3=CC=CC=C3)([P](C4=CC=CC=C4)(C5=CC=CC=C5)C6=CC=CC=C6)Cl (bis(triphenylphosphine)palladium(II) chloride). The solvent is C(C)(=O)OCC (ethyl acetate), C(C)N(CC)CC (triethylamine). The product is C(#CCCCCCCCCCC)C=1C=C(C=O)C=CC1 (3-(1-dodecynyl)benzaldehyde). Isolated yield 97.3%. Reaction SMILES: Br[C:2]1[CH:3]=[C:4]([CH:7]=[CH:8][CH:9]=1)[CH:5]=[O:6].[CH:10]#[C:11][CH2:12][CH2:13][CH2:14][CH2:15][CH2:16][CH2:17][CH2:18][CH2:19][CH2:20][CH3:21]>C(N(CC)CC)C.C(OCC)(=O)C.Cl[Pd](Cl)([P](C1C=CC=CC=1)(C1C=CC=CC=1)C1C=CC=CC=1)[P](C1C=CC=CC=1)(C1C=CC=CC=1)C1C=CC=CC=1.[Cu]I>[C:10]([C:2]1[CH:3]=[C:4]([CH:7]=[CH:8][CH:9]=1)[CH:5]=[O:6])#[C:11][CH2:12][CH2:13][CH2:14][CH2:15][CH2:16][CH2:17][CH2:18][CH2:19][CH2:20][CH3:21] |^1:37,56|. Reported procedure: To a solution of 3-bromobenzaldehyde (26.5 g) and (25.0 g) 1-dodecyne in triethylamine (105 ml) was added bis(triphenylphosphine)palladium(II) chloride (1.73 g) followed by copper(I) iodide (0.24 g). The resultant mixture was stirred in the dark at 55° C. for 7 hrs, under nitrogen. After cooling to room temperature, the reaction mixture was diluted with ethyl acetate and filtered. The filtrate was washed with water and saturated sodium chloride solution, dried over anhydrous magnesium sulfate, f... Starting materials: FC=1C=CC(=C(C(=O)C2=CC=CC=C2)C1)N1C(=NN=C1)CN1C(C=2C(C1=O)=CC=CC2)=O (5-fluoro-2-[3-phthalimidomethyl-4H-1,2,4-triazol-4-yl]benzophenone), ClN1C(CCC1=O)=O (N-chlorosuccinimide). Product: FC=1C=CC(=C(C(=O)C2=CC=CC=C2)C1)N1C(=NN=C1CN1C(C=2C(C1=O)=CC=CC2)=O)Cl (5-fluoro-2-[3-chloro-5-phthalimidomethyl-4H-1,2,4-triazol-4-yl]benzophenone). As a reaction SMILES: [F:1][C:2]1[CH:3]=[CH:4][C:5]([N:16]2[CH:20]=[N:19][N:18]=[C:17]2[CH2:21][N:22]2[C:26](=[O:27])[C:25]3=[CH:28][CH:29]=[CH:30][CH:31]=[C:24]3[C:23]2=[O:32])=[C:6]([CH:15]=1)[C:7]([C:9]1[CH:14]=[CH:13][CH:12]=[CH:11][CH:10]=1)=[O:8].[Cl:33]N1C(=O)CCC1=O>>[F:1][C:2]1[CH:3]=[CH:4][C:5]([N:16]2[C:17]([CH2:21][N:22]3[C:26](=[O:27])[C:25]4=[CH:28][CH:29]=[CH:30][CH:31]=[C:24]4[C:23]3=[O:32])=[N:18][N:19]=[C:20]2[Cl:33])=[C:6]([CH:15]=1)[C:7]([C:9]1[CH:14]=[CH:13][CH:12]=[CH:11][CH:10]=1)=[O:8]. Reported procedure: Following the procedure of Example 2, 5-fluoro-2-[3-phthalimidomethyl-4H-1,2,4-triazol-4-yl]benzophenone is reacted with N-chlorosuccinimide to form-5-fluoro-2-[3-chloro-5-phthalimidomethyl-4H-1,2,4-triazol-4-yl]benzophenone. As a reaction SMILES: [CH3:1][C:2]1([CH3:15])[CH:3]([C:12](=[O:13])[OH:14])[CH:4]1[CH:5]=[C:6]1[C:7](=[O:11])[O:8][CH2:9][CH2:10]1.[CH3:27][CH2:28][OH:29].[CH:16]([NH:17][C:18](=[N:19][CH:20]([CH3:21])[CH3:22])[O:23][CH3:24])([CH3:25])[CH3:26]>>[CH3:1][C:2]1([CH3:15])[CH:3]([C:12](=[O:13])[O:14][CH3:16])[CH:4]1[CH:5]=[C:6]1[C:7](=[O:11])[O:8][CH2:9][CH2:10]1. Starting materials: CC1(C)C(C=C2CCOC2=O)C1C(=O)O, CCO, COC(=NC(C)C)NC(C)C. Yields the product COC(=O)C1C(C=C2CCOC2=O)C1(C)C. Run in O (H2O), C1CCOC1 (THF). Run at time 90 minute. The product is ClC=1C=C(C=CC1)C=O ((3-chlorophenyl)methanone). As a reaction SMILES: [Cl:1][C:2]1[CH:7]=[CH:6][C:5](C2ON=C3C=CC(C(C4N(C)C=NC=4)O)=CC=23)=[CH:4][CH:3]=1.[C:25]([O-:28])([O-])=O.[K+].[K+]>O.C1COCC1>[Cl:1][C:2]1[CH:3]=[C:4]([CH:25]=[O:28])[CH:5]=[CH:6][CH:7]=1 |f:1.2.3|. Starting materials: C(=O)([O-])[O-].[K+].[K+] (K2CO3), TiCl3, ClC1=CC=C(C=C1)C=1ON=C2C1C=C(C=C2)C(O)C2=CN=CN2C (4-chlorophenyl-α-(1-methyl-1H-imidazol-5-yl)-2,1-benzisoxazole-5-methanol). Procedure: TiCl3/15% in H2O (200 ml) was added at room temperature to a solution of intermediate (6-c) (38 g) in THF (300 ml). The mixture was stirred at room temperature for 90 minutes. The mixture was poured out on ice, basified with K2CO3, filtered over celite, washed with ethyl acetate and decanted. The organic layer was dried, filtered and the solvent was evaporated. The residue was purified by column chromatography over silica gel (eluent: CH2Cl2/CH3OH/NH4OH 97/3/0.1 and 95/5/0.1), yielding 18.7 g (4... Starting materials: C(C)I (ethyl iodide), OC1=C(NS(C2=C1C=CC=C2)(=O)=O)C(=O)NC=2SC(=CN2)C (4-hydroxy-N-(5-methyl-2-thiazolyl)-2H-1,2-benzothiazine-3-carboxamide-1,1-dioxide). The solvent is CO (methanol), [OH-].[Na+] (sodium hydroxide). Conditions: time 24 hour. Yields the product C(C)N1S(C2=C(C(=C1C(=O)NC=1SC(=CN1)C)O)C=CC=C2)(=O)=O (2-ethyl-4-hydroxy-N-(5-methyl-2-thiazolyl)-2H-1,2-benzothiazine-3-carboxamide-1,1-dioxide). The yield is 48.0%. As a reaction SMILES: [CH2:1](I)[CH3:2].[OH:4][C:5]1[C:10]2[CH:11]=[CH:12][CH:13]=[CH:14][C:9]=2[S:8](=[O:16])(=[O:15])[NH:7][C:6]=1[C:17]([NH:19][C:20]1[S:21][C:22]([CH3:25])=[CH:23][N:24]=1)=[O:18]>CO.[OH-].[Na+]>[CH2:1]([N:7]1[C:6]([C:17]([NH:19][C:20]2[S:21][C:22]([CH3:25])=[CH:23][N:24]=2)=[O:18])=[C:5]([OH:4])[C:10]2[CH:11]=[CH:12][CH:13]=[CH:14][C:9]=2[S:8]1(=[O:16])=[O:15])[CH3:2] |f:3.4|. Reported procedure: 0.94 gm (6 millimols) of ethyl iodide were added to a solution of 0.7 gm (2 millimols) of 4-hydroxy-N-(5-methyl-2-thiazolyl)-2H-1,2-benzothiazine-3-carboxamide-1,1-dioxide in 30 ml of methanol and 2.0 ml of 1N sodium hydroxide. The reaction mixture was stirred for 24 hours at room temperature, then neutralized and evaporated in vacuo. The residue was purified by column chromatography (Merck-silica gel 60, particle size: 0.2-0.5 mm; eluant: chloroform/ethanol 95:5), yielding 0.35 mgm (48% of theo... The reactants are C1C(CCC2=CC=CC=C12)N1C(NC=C1C=O)=S (3-(1,2,3,4-tetrahydronaphthalen-2-yl)-2-thioxo-2,3-dihydro-1H-imidazole-4-carbaldehyde), Cl.NO (hydroxylamine hydrochloride), [OH-].[Na+] (sodium hydroxide). Run in C(C)O (ethanol), O (water). Run at temperature 60 celsius, time 1 hour. Product: C1C(CCC2=CC=CC=C12)N1C(NC=C1C=NO)=S (1-(1,2,3,4-tetrahydronaphthalen-2-yl)-2-thioxo-2,3-dihydro-1H-imidazole-5-carbaldehyde oxime). Yield: 68.0%. Reaction SMILES: [CH2:1]1[C:10]2[C:5](=[CH:6][CH:7]=[CH:8][CH:9]=2)[CH2:4][CH2:3][CH:2]1[N:11]1[C:15]([CH:16]=O)=[CH:14][NH:13][C:12]1=[S:18].Cl.[NH2:20][OH:21].[OH-].[Na+]>C(O)C.O>[CH2:1]1[C:10]2[C:5](=[CH:6][CH:7]=[CH:8][CH:9]=2)[CH2:4][CH2:3][CH:2]1[N:11]1[C:15]([CH:16]=[N:20][OH:21])=[CH:14][NH:13][C:12]1=[S:18] |f:1.2,3.4|. Procedure details: A mixture of 3-(1,2,3,4-tetrahydronaphthalen-2-yl)-2-thioxo-2,3-dihydro-1H-imidazole-4-carbaldehyde (0.25 g, 1.0 mmol), hydroxylamine hydrochloride (0.09 g, 1.3 mmol) and sodium hydroxide (0.064 g, 1.6 mmol) in 2 mL of ethanol and 2 mL of water was stirred at 60° C. for 1 hour. The mixture was cooled giving a crystalline material. The material was isolated by filtration and dried. The filtrate was stirred with ethyl acetate giving more crystalline material. The material was isolated by filtratio...